From a dataset of the Open Reaction Database (ORD), a public repository of structured organic reaction records. describe an organic reaction: reactants, conditions, products, and yield The reactants are CC(C)(C)OC(=O)c1ccc(Br)cc1, CC(=O)[O-], CC(=O)[O-], C1CNCCN1, CC(C)(C)[O-], CCOC(C)=O, Cc1ccccc1, [Na+], O, [Pd+2]. Product: CC(C)(C)OC(=O)c1ccc(N2CCNCC2)cc1. RXN SMILES: [Br:1][c:2]1[cH:3][cH:4][c:5]([C:6](=[O:7])[O:8][C:9]([CH3:10])([CH3:11])[CH3:12])[cH:13][cH:14]1.[C:40]([O-:41])(=[O:42])[CH3:43].[C:45]([O-:46])(=[O:47])[CH3:48].[CH2:15]1[CH2:16][NH:17][CH2:18][CH2:19][NH:20]1.[CH3:21][C:22]([CH3:23])([O-:24])[CH3:25].[CH3:27][CH2:28][O:29][C:30](=[O:31])[CH3:32].[CH3:33][c:34]1[cH:35][cH:36][cH:37][cH:38][cH:39]1.[Na+:26].[OH2:49].[Pd+2:44]>>[c:2]1([N:17]2[CH2:16][CH2:15][NH:20][CH2:19][CH2:18]2)[cH:3][cH:4][c:5]([C:6](=[O:7])[O:8][C:9]([CH3:10])([CH3:11])[CH3:12])[cH:13][cH:14]1. Starting materials: BrCc1cc(Br)c2ncccc2c1, CS(=O)[O-], [Na+], CN(C)C=O. Yields the product CS(=O)(=O)Cc1cc(Br)c2ncccc2c1. RXN SMILES: [Br:1][CH2:2][c:3]1[cH:4][c:5]2[cH:6][cH:7][cH:8][n:9][c:10]2[c:11]([Br:13])[cH:12]1.[CH3:14][S:15](=[O:16])[O-:17].[Na+:18].[O:19]=[CH:20][N:21]([CH3:22])[CH3:23]>>[CH2:2]([c:3]1[cH:4][c:5]2[cH:6][cH:7][cH:8][n:9][c:10]2[c:11]([Br:13])[cH:12]1)[S:15]([CH3:14])(=[O:16])=[O:17]. Yields the product COc1ccc2cc(-c3cccnc3N)ccc2c1. Starting materials: Nc1ncccc1Br, O=C([O-])[O-], COCCOC, COc1ccc2cc(B(O)O)ccc2c1, [Na+], [Na+], O, O, O, O, O, O, O, O, O, O, O, c1ccc(P(c2ccccc2)(c2ccccc2)[Pd](P(c2ccccc2)(c2ccccc2)c2ccccc2)(P(c2ccccc2)(c2ccccc2)c2ccccc2)P(c2ccccc2)(c2ccccc2)c2ccccc2)cc1. RXN SMILES: [Br:1][c:2]1[c:3]([NH2:8])[n:4][cH:5][cH:6][cH:7]1.[C:34](=[O:35])([O-:36])[O-:37].[CH3:40][O:41][CH2:42][CH2:43][O:44][CH3:45].[CH3:9][O:10][c:11]1[cH:12][c:13]2[cH:14][cH:15][c:16]([B:21]([OH:22])[OH:23])[cH:17][c:18]2[cH:19][cH:20]1.[Na+:38].[Na+:39].[OH2:24].[OH2:25].[OH2:26].[OH2:27].[OH2:28].[OH2:29].[OH2:30].[OH2:31].[OH2:32].[OH2:33].[OH2:46].[cH:47]1[cH:48][cH:49][c:50]([P:51]([Pd:52]([P:53]([c:54]2[cH:55][cH:56][cH:57][cH:58][cH:59]2)([c:60]2[cH:61][cH:62][cH:63][cH:64][cH:65]2)[c:66]2[cH:67][cH:68][cH:69][cH:70][cH:71]2)([P:72]([c:73]2[cH:74][cH:75][cH:76][cH:77][cH:78]2)([c:79]2[cH:80][cH:81][cH:82][cH:83][cH:84]2)[c:85]2[cH:86][cH:87][cH:88][cH:89][cH:90]2)[P:91]([c:92]2[cH:93][cH:94][cH:95][cH:96][cH:97]2)([c:98]2[cH:99][cH:100][cH:101][cH:102][cH:103]2)[c:104]2[cH:105][cH:106][cH:107][cH:108][cH:109]2)([c:110]2[cH:111][cH:112][cH:113][cH:114][cH:115]2)[c:116]2[cH:117][cH:118][cH:119][cH:120][cH:121]2)[cH:122][cH:123]1>>[c:2]1(-[c:16]2[cH:15][cH:14][c:13]3[cH:12][c:11]([O:10][CH3:9])[cH:20][cH:19][c:18]3[cH:17]2)[c:3]([NH2:8])[n:4][cH:5][cH:6][cH:7]1. Reactants: FC(F)(F)c1nnc2ccc(N3CCNCC3)nn12, O=Cc1cccc2cnccc12. Yields the product FC(F)(F)c1nnc2ccc(N3CCN(Cc4cccc5cnccc45)CC3)nn12. As a reaction SMILES: [N:1]1([c:7]2[cH:8][cH:9][c:10]3[n:11]([n:12]2)[c:13]([C:16]([F:17])([F:18])[F:19])[n:14][n:15]3)[CH2:2][CH2:3][NH:4][CH2:5][CH2:6]1.[cH:20]1[n:21][cH:22][cH:23][c:24]2[c:25]([CH:30]=[O:31])[cH:26][cH:27][cH:28][c:29]12>>[N:1]1([c:7]2[cH:8][cH:9][c:10]3[n:11]([n:12]2)[c:13]([C:16]([F:17])([F:18])[F:19])[n:14][n:15]3)[CH2:2][CH2:3][N:4]([CH2:30][c:25]2[c:24]3[cH:23][cH:22][n:21][cH:20][c:29]3[cH:28][cH:27][cH:26]2)[CH2:5][CH2:6]1. Starting materials: ClC=1C=C2C=NNC(C2=CC1)=O (6-chlorophthalazin-1(2H)-one), P(=O)(Cl)(Cl)Cl (phosphoryl trichloride). Conditions: temperature 105 celsius, time 3 hour. The product is ClC1=NN=CC2=CC(=CC=C12)Cl (1,6-Dichlorophthalazine). As a reaction SMILES: [Cl:1][C:2]1[CH:3]=[C:4]2[C:9](=[CH:10][CH:11]=1)[C:8](=O)[NH:7][N:6]=[CH:5]2.P(Cl)(Cl)([Cl:15])=O>>[Cl:15][C:8]1[C:9]2[C:4](=[CH:3][C:2]([Cl:1])=[CH:11][CH:10]=2)[CH:5]=[N:6][N:7]=1. Reported procedure: A mixture of 6-chlorophthalazin-1(2H)-one (10.0 g, 55.4 mmol) and phosphoryl trichloride (50.0 mL, 538 mmol) was heated at 105° C. in an oil bath for 8 h. After cooling to RT, the mixture was concentrated by vacuum distillation. The brown residue was re-dissolved in CH2Cl2 and neutralized with saturated aq. NaHCO3. After stirring for 3 h, the organic layer was collected and the aqueous layer was extracted with CH2Cl2 (3×). The combined organics were dried over Na2SO4, filtered through a pad of s... The reactants are CC=1C(=C(C2=CC=C(C=C2C1)OC)OC1=CC=C(C=C1)O)C1=CC=CC=C1 (4-{[3-Methyl-6-(methyloxy)-2-phenyl-1-naphthalenyl]oxy}phenol), C(=O)([O-])[O-].[Cs+].[Cs+] (Cs2CO3), ClCCOCCO (2-[(2-chloroethyl)oxy]ethanol). The solvent is CN(C)C=O (DMF). The product is CC=1C(=C(C2=CC=C(C=C2C1)OC)OC1=CC=C(C=C1)OCCOCCO)C1=CC=CC=C1 (2-({2-[(4-{[3-Methyl-6-(methyloxy)-2-phenyl-1-naphthalenyl]oxy}phenyl)oxy]ethyl}oxy)ethanol). The yield is 100.0%. Reaction SMILES: [CH3:1][C:2]1[C:3]([C:22]2[CH:27]=[CH:26][CH:25]=[CH:24][CH:23]=2)=[C:4]([O:14][C:15]2[CH:20]=[CH:19][C:18]([OH:21])=[CH:17][CH:16]=2)[C:5]2[C:10]([CH:11]=1)=[CH:9][C:8]([O:12][CH3:13])=[CH:7][CH:6]=2.C([O-])([O-])=O.[Cs+].[Cs+].Cl[CH2:35][CH2:36][O:37][CH2:38][CH2:39][OH:40]>CN(C=O)C>[CH3:1][C:2]1[C:3]([C:22]2[CH:27]=[CH:26][CH:25]=[CH:24][CH:23]=2)=[C:4]([O:14][C:15]2[CH:20]=[CH:19][C:18]([O:21][CH2:35][CH2:36][O:37][CH2:38][CH2:39][OH:40])=[CH:17][CH:16]=2)[C:5]2[C:10]([CH:11]=1)=[CH:9][C:8]([O:12][CH3:13])=[CH:7][CH:6]=2 |f:1.2.3|. Reported procedure: The O-alkylation procedure described for Example 63 (Step 2) was employed with 4-{[3-methyl-6-(methyloxy)-2-phenyl-1-naphthalenyl]oxy}phenol (233) (0.605 g, 1.697 mmol), Cs2CO3 (1.658 g, 5.09 mmol), anhydrous DMF (8 mL), and 2-[(2-chloroethyl)oxy]ethanol (0.604 mL, 8.49 mmol) under N2. The reaction mixture was refluxed for 15 h and then cooled to room temperature. Standard work-up followed by column chromatography gave 0.754 g (˜100%) of the title compound (290) as a colorless oil. 1H NMR (400 M...